This data is from the Open Reaction Database (ORD), a public repository of structured organic reaction records. The task is: describe an organic reaction: reactants, conditions, products, and yield Starting materials: COC=1C=C(C=O)C=CC1OCOCCOC (3-methoxy-4-methoxyethoxymethoxybenzaldehyde), COC=1C=C(CC#N)C=CC1OC (3,4-dimethoxybenzyl cyanide). Yields the product COC=1C=C(C=CC1OC)/C(/C#N)=C/C1=CC(=C(C=C1)O)OC ((Z)-2-(3,4-dimethoxy-phenyl)-3-(4-hydroxy-3-methoxy-phenyl)-acrylonitrile). Yield: 48.2%. RXN SMILES: [CH3:1][O:2][C:3]1[CH:4]=[C:5]([CH:8]=[CH:9][C:10]=1[O:11]COCCOC)[CH:6]=O.[CH3:18][O:19][C:20]1[CH:21]=[C:22]([CH:26]=[CH:27][C:28]=1[O:29][CH3:30])[CH2:23][C:24]#[N:25]>>[CH3:18][O:19][C:20]1[CH:21]=[C:22](/[C:23](=[CH:6]/[C:5]2[CH:8]=[CH:9][C:10]([OH:11])=[C:3]([O:2][CH3:1])[CH:4]=2)/[C:24]#[N:25])[CH:26]=[CH:27][C:28]=1[O:29][CH3:30]. Reported procedure: The hydroxyl group of 4-hydroxy-3-methoxybenzaldehyde (1.4 g) was protected by use of 2-methoxyethoxymethyl chloride (1.7 g) in accordance with (production process 1), to thereby produce 3-methoxy-4-methoxyethoxymethoxybenzaldehyde (0.8 g, yield: 31%). The thus-produced 3-methoxy-4-methoxyethoxymethoxybenzaldehyde (0.8 g) and 3,4-dimethoxybenzyl cyanide (0.6 g) were subjected to condensation in accordance with process A of (production process 2), to thereby yield an MEM form of the target produc...